Task: describe an organic reaction: reactants, conditions, products, and yield. Dataset: the Open Reaction Database (ORD), a public repository of structured organic reaction records Reactants: [Li]CC, CCBr, [Cl-], O=C(c1ccc(O)cc1)c1cccc(C(F)(F)F)c1, [Li], [NH4+], C1CCOC1. The product is CCC(O)(c1ccc(O)cc1)c1cccc(C(F)(F)F)c1. As a reaction SMILES: [CH2:1]([CH3:2])[Li:3].[CH2:5]([Br:6])[CH3:7].[Cl-:27].[F:8][C:9]([c:10]1[cH:11][c:12]([C:13](=[O:14])[c:15]2[cH:16][cH:17][c:18]([OH:21])[cH:19][cH:20]2)[cH:22][cH:23][cH:24]1)([F:25])[F:26].[Li:4].[NH4+:28].[O:29]1[CH2:30][CH2:31][CH2:32][CH2:33]1>>[CH2:1]([CH3:2])[C:13]([c:12]1[cH:11][c:10]([C:9]([F:8])([F:25])[F:26])[cH:24][cH:23][cH:22]1)([OH:14])[c:15]1[cH:16][cH:17][c:18]([OH:21])[cH:19][cH:20]1.